This data is from the Open Reaction Database (ORD), a public repository of structured organic reaction records. The task is: describe an organic reaction: reactants, conditions, products, and yield The reactants are COC(=O)CCC1CCN(C(=O)OC(C)(C)C)CC1, C[Si](C)(C)[N-][Si](C)(C)C, CI, [Na+], C1CCOC1. The product is COC(=O)C(C)CC1CCN(C(=O)OC(C)(C)C)CC1. RXN SMILES: [CH3:1][O:2][C:3]([CH2:4][CH2:5][CH:6]1[CH2:7][CH2:8][N:9]([C:12](=[O:13])[O:14][C:15]([CH3:16])([CH3:17])[CH3:18])[CH2:10][CH2:11]1)=[O:19].[CH3:20][Si:21]([N-:22][Si:23]([CH3:24])([CH3:25])[CH3:26])([CH3:27])[CH3:28].[CH3:30][I:31].[Na+:29].[O:32]1[CH2:33][CH2:34][CH2:35][CH2:36]1>>[CH3:1][O:2][C:3]([CH:4]([CH2:5][CH:6]1[CH2:7][CH2:8][N:9]([C:12](=[O:13])[O:14][C:15]([CH3:16])([CH3:17])[CH3:18])[CH2:10][CH2:11]1)[CH3:20])=[O:19].